This data is from the Open Reaction Database (ORD), a public repository of structured organic reaction records. The task is: describe an organic reaction: reactants, conditions, products, and yield The reactants are C(C1=CC=CC=C1)N1C2=C(N(C(C(C1)C)=O)C)C=NC(=N2)Cl ((rac)-9-benzyl-2-chloro-5,7-dimethyl-5,7,8,9-tetrahydro-pyrimido[4,5-b][1,4]diazepin-6-one), NC1=C(C=C(C(=O)NC2CCN(CC2)C)C=C1)OC (4-amino-3-methoxy-N-(1-methyl-piperidin-4-yl)-benzamide), O.C1(=CC=C(C=C1)S(=O)(=O)O)C (p-toluenesulfonic acid monohydrate). Solvent: CC(C)O (2-propanol). Yields the product C(C1=CC=CC=C1)N1C2=C(N(C(C(C1)C)=O)C)C=NC(=N2)NC2=C(C=C(C(=O)NC1CCN(CC1)C)C=C2)OC ((rac)-4-(9-benzyl-5,7-dimethyl-6-oxo-6,7,8,9-tetrahydro-5H-pyrimido[4,5-b][1,4]diazepin-2-ylamino)-3-methoxy-N-(1-methyl-piperidin-4-yl)-benzamide). Isolated yield 51.8%. Reaction SMILES: [CH2:1]([N:8]1[CH2:14][CH:13]([CH3:15])[C:12](=[O:16])[N:11]([CH3:17])[C:10]2[CH:18]=[N:19][C:20](Cl)=[N:21][C:9]1=2)[C:2]1[CH:7]=[CH:6][CH:5]=[CH:4][CH:3]=1.[NH2:23][C:24]1[CH:39]=[CH:38][C:27]([C:28]([NH:30][CH:31]2[CH2:36][CH2:35][N:34]([CH3:37])[CH2:33][CH2:32]2)=[O:29])=[CH:26][C:25]=1[O:40][CH3:41].O.C1(C)C=CC(S(O)(=O)=O)=CC=1>CC(O)C>[CH2:1]([N:8]1[CH2:14][CH:13]([CH3:15])[C:12](=[O:16])[N:11]([CH3:17])[C:10]2[CH:18]=[N:19][C:20]([NH:23][C:24]3[CH:39]=[CH:38][C:27]([C:28]([NH:30][CH:31]4[CH2:32][CH2:33][N:34]([CH3:37])[CH2:35][CH2:36]4)=[O:29])=[CH:26][C:25]=3[O:40][CH3:41])=[N:21][C:9]1=2)[C:2]1[CH:7]=[CH:6][CH:5]=[CH:4][CH:3]=1 |f:2.3|. Procedure details: A solution of 0.050 g (0.00016 mole) of (rac)-9-benzyl-2-chloro-5,7-dimethyl-5,7,8,9-tetrahydro-pyrimido[4,5-b][1,4]diazepin-6-one (VII-42), 0.042 g (0.00016 mole) of 4-amino-3-methoxy-N-(1-methyl-piperidin-4-yl)-benzamide, 0.046 g (0.00024 mole) of p-toluenesulfonic acid monohydrate in 4.0 mL of 2-propanol was heated at 180 degrees for 2 hours in a microwave reactor. The reaction mixture was concentrated under reduced pressure. The residue was diluted with dichloromethane and washed twice with ... Reactants: C(=O)(OC(C)(C)C)N1CC(C1)=O (N-Boc-3-azetidinone), solution, [Cl-].C(C)(C)(C)OC(C[Zn+])=O (2-tert-butoxy-2-oxoethyl -zinc chloride), CCOCC (Et2O). The solvent is C1CCOC1 (THF). Run at time 5 hour. The product is C(C)(C)(C)OC(CC1(CN(C1)C(=O)OC(C)(C)C)O)=O (tert-butyl-2-(N-Boc-3-hydroxy-azetidin -3-yl)-acetate). As a reaction SMILES: [C:1]([N:8]1[CH2:11][C:10](=[O:12])[CH2:9]1)([O:3][C:4]([CH3:7])([CH3:6])[CH3:5])=[O:2].[Cl-].[C:14]([O:18][C:19](=[O:22])[CH2:20][Zn+])([CH3:17])([CH3:16])[CH3:15].CCOCC>C1COCC1>[C:14]([O:18][C:19](=[O:22])[CH2:20][C:10]1([OH:12])[CH2:11][N:8]([C:1]([O:3][C:4]([CH3:7])([CH3:6])[CH3:5])=[O:2])[CH2:9]1)([CH3:17])([CH3:16])[CH3:15] |f:1.2|. Procedure details: To a stirring solution of N-Boc-3-azetidinone (0.45 g, 2.64 mmol) in THF (5 mL) was slowly added a 0.5 M solution of 2-tert-butoxy-2-oxoethyl -zinc chloride in Et2O (10 mL, 5.0 mmol), and the reaction mixture was stirred for 5 h. The reaction was then quenched with sat. aq. NH4Cl (10 mL), and the aqueous layer was separated and extracted with ethyl acetate (2×30 mL). The combined organic layers were washed with 5% aq. NaHCO3 (2×10 mL), brine (15 mL), dried over Na2SO4, filtered and concentrated ... The reactants are CC(=O)O, Cl, Nc1ccccc1, OC(c1ccccc1)(c1ccccc1)c1ccccc1. Product: c1ccc(C(c2ccccc2)(c2ccccc2)c2ccccc2)cc1. Reaction SMILES: [CH3:29][C:30](=[O:31])[OH:32].[ClH:28].[NH2:21][c:22]1[cH:23][cH:24][cH:25][cH:26][cH:27]1.[c:1]1([C:7]([OH:8])([c:9]2[cH:10][cH:11][cH:12][cH:13][cH:14]2)[c:15]2[cH:16][cH:17][cH:18][cH:19][cH:20]2)[cH:2][cH:3][cH:4][cH:5][cH:6]1>>[c:1]1([C:7]([c:9]2[cH:10][cH:11][cH:12][cH:13][cH:14]2)([c:15]2[cH:16][cH:17][cH:18][cH:19][cH:20]2)[c:22]2[cH:23][cH:24][cH:25][cH:26][cH:27]2)[cH:2][cH:3][cH:4][cH:5][cH:6]1.